This data is from the Open Reaction Database (ORD), a public repository of structured organic reaction records. The task is: describe an organic reaction: reactants, conditions, products, and yield The reactants are FC=1C=C(NC2=NC=NC3=CC=C(C=C23)NC(CN2CCOCC2)=O)C=CC1F (4-(3',4'-difluoroanilino)-6-(2-morpholinoacetamido)quinazoline), [H-].[Al+3].[Li+].[H-].[H-].[H-] (lithium aluminium hydride). Product: FC=1C=C(NC2=NC=NC3=CC=C(C=C23)NCCN2CCOCC2)C=CC1F (4-(3',4'-difluoroanilino)-6-(2-morpholinoethylamino)quinazoline). Yield: 58.0%. As a reaction SMILES: [F:1][C:2]1[CH:3]=[C:4]([CH:26]=[CH:27][C:28]=1[F:29])[NH:5][C:6]1[C:15]2[C:10](=[CH:11][CH:12]=[C:13]([NH:16][C:17](=O)[CH2:18][N:19]3[CH2:24][CH2:23][O:22][CH2:21][CH2:20]3)[CH:14]=2)[N:9]=[CH:8][N:7]=1.[H-].[Al+3].[Li+].[H-].[H-].[H-]>>[F:1][C:2]1[CH:3]=[C:4]([CH:26]=[CH:27][C:28]=1[F:29])[NH:5][C:6]1[C:15]2[C:10](=[CH:11][CH:12]=[C:13]([NH:16][CH2:17][CH2:18][N:19]3[CH2:24][CH2:23][O:22][CH2:21][CH2:20]3)[CH:14]=2)[N:9]=[CH:8][N:7]=1 |f:1.2.3.4.5.6|. Procedure: Using an analogous procedure to that described in Example 1, 4-(3',4'-difluoroanilino)-6-(2-morpholinoacetamido)quinazoline was reduced with lithium aluminium hydride to give 4-(3',4'-difluoroanilino)-6-(2-morpholinoethylamino)quinazoline in 58% yield; Reactants: ClC=1C=CC=2N(N1)C(=C(N2)C(F)(F)F)S(=O)(=O)N (6-Chloro-2-trifluoromethylimidazo[1,2-b]pyridazin-3-ylsulfonamide), COC(N(C)C)OC (N,N-dimethylformamide dimethyl acetal). The solvent is C1(=CC=CC=C1)C (toluene). Reaction conditions: time 3.5 hour. The product is ClC=1C=CC=2N(N1)C(=C(N2)C(F)(F)F)S(=O)(=O)N=CN(C)C (N′-(6-chloro-2-trifluoromethylimidazo[1,2-b]pyridazin-3-ylsulfonyl)-N,N-dimethylformamidine). RXN SMILES: [Cl:1][C:2]1[CH:3]=[CH:4][C:5]2[N:6]([C:8]([S:15]([NH2:18])(=[O:17])=[O:16])=[C:9]([C:11]([F:14])([F:13])[F:12])[N:10]=2)[N:7]=1.CO[CH:21](OC)[N:22]([CH3:24])[CH3:23]>C1(C)C=CC=CC=1>[Cl:1][C:2]1[CH:3]=[CH:4][C:5]2[N:6]([C:8]([S:15]([N:18]=[CH:21][N:22]([CH3:24])[CH3:23])(=[O:17])=[O:16])=[C:9]([C:11]([F:12])([F:14])[F:13])[N:10]=2)[N:7]=1. Reported procedure: 6-Chloro-2-trifluoromethylimidazo[1,2-b]pyridazin-3-ylsulfonamide (1.70 g, 5.65 mmol) was suspended in toluene (10.0 ml), and N,N-dimethylformamide dimethyl acetal (90%, 1.84 ml, 12.4 mmol) was added thereto and stirred for 3.5 hours under reflux. The reaction mixture was concentrated under reduced pressure. To the residue concentrated was added diisopropyl ether, and the crystals were collected by filtration to give the title compound as brown crystals. The yield was 1.96 g (97.4%). Reactants: C1(=CC=CC=C1)CC1CCCCC12SCCNC(C2)=O (1-phenylmethyl-11-oxo-7-thia-10-azaspiro[5.6]dodecane), ClC1=CC(=CC=C1)C(=O)OO (m-chloroperbenzoic acid), S(=O)([O-])[O-].[Na+].[Na+] (sodium sulfite). The solvent is C(Cl)Cl (methylene chloride). Conditions: time 1 hour. The product is C1(=CC=CC=C1)CC1CCCCC12S(CCNC(C2)=O)(=O)=O (1-phenylmethyl-11-oxo-7-thia-10-azaspiro[5.6]dodecane 7,7-dioxide). RXN SMILES: [C:1]1([CH2:7][CH:8]2[C:13]3([CH2:19][C:18](=[O:20])[NH:17][CH2:16][CH2:15]S3)[CH2:12][CH2:11][CH2:10][CH2:9]2)[CH:6]=[CH:5][CH:4]=[CH:3][CH:2]=1.ClC1C=CC=C(C(OO)=O)C=1.[S:32]([O-:35])([O-])=[O:33].[Na+].[Na+]>C(Cl)Cl>[C:1]1([CH2:7][CH:8]2[C:13]3([CH2:19][C:18](=[O:20])[NH:17][CH2:16][CH2:15][S:32]3(=[O:35])=[O:33])[CH2:12][CH2:11][CH2:10][CH2:9]2)[CH:6]=[CH:5][CH:4]=[CH:3][CH:2]=1 |f:2.3.4|. Procedure: To a solution of 1-phenylmethyl-11-oxo-7-thia-10-azaspiro[5.6]dodecane (2.5 g) in methylene chloride (80 ml) was added 80% m-chloroperbenzoic acid (3.8 g) at 0° C. After one hour, a saturated aqueous solution (50 ml) of sodium sulfite was added to the solution. The organic layer was washed with brine (50 ml), dried over magnesium sulfate and concentrated in vacuo. The residue was triturated with diethyl ether to give 1-phenylmethyl-11-oxo-7-thia-10-azaspiro[5.6]dodecane 7,7-dioxide (2.37 g). As a reaction SMILES: [CH2:1]([c:2]1[cH:3][cH:4][cH:5][cH:6][cH:7]1)[O:8][c:9]1[cH:10][c:11]([CH2:15][CH2:16][C:17]2([CH:25]3[CH2:26][CH2:27][CH2:28][CH2:29]3)[CH2:18][C:19]([OH:24])=[CH:20][C:21](=[O:23])[O:22]2)[cH:12][cH:13][cH:14]1.[CH2:31]1[O:32][CH2:33][CH2:34][CH2:35]1.[Pd:30]>>[OH:8][c:9]1[cH:10][c:11]([CH2:15][CH2:16][C:17]2([CH:25]3[CH2:26][CH2:27][CH2:28][CH2:29]3)[CH2:18][C:19]([OH:24])=[CH:20][C:21](=[O:23])[O:22]2)[cH:12][cH:13][cH:14]1. Yields the product O=C1C=C(O)CC(CCc2cccc(O)c2)(C2CCCC2)O1. Starting materials: O=C1C=C(O)CC(CCc2cccc(OCc3ccccc3)c2)(C2CCCC2)O1, C1CCOC1, [Pd]. Starting materials: C(C)(C)[Si](N1C=C(C=C1)B(O)O)(C(C)C)C(C)C (1-(triisopropylsilyl)pyrrole-3-boronic acid), IC1=CC=C(C(=O)OC)C=C1 (methyl 4-iodobenzoate), [F-].[Cs+] (cesium fluoride). The reagents and catalysts are Cl[Pd]([P](C1=CC=CC=C1)(C2=CC=CC=C2)C3=CC=CC=C3)([P](C4=CC=CC=C4)(C5=CC=CC=C5)C6=CC=CC=C6)Cl (dichlorobis(triphenylphosphine)palladium(II)). Run in C(OC)COC (dimethoxyethane), O (water). The product is N1C=C(C=C1)C1=CC=C(C(=O)OC)C=C1 (methyl 4-(1H-pyrrol-3-yl)-benzoate). The yield is 58.0%. Reaction SMILES: C([Si](C(C)C)(C(C)C)[N:5]1[CH:9]=[CH:8][C:7](B(O)O)=[CH:6]1)(C)C.I[C:20]1[CH:29]=[CH:28][C:23]([C:24]([O:26][CH3:27])=[O:25])=[CH:22][CH:21]=1.[F-].[Cs+]>C(COC)OC.O.Cl[Pd](Cl)([P](C1C=CC=CC=1)(C1C=CC=CC=1)C1C=CC=CC=1)[P](C1C=CC=CC=1)(C1C=CC=CC=1)C1C=CC=CC=1>[NH:5]1[CH:9]=[CH:8][C:7]([C:20]2[CH:29]=[CH:28][C:23]([C:24]([O:26][CH3:27])=[O:25])=[CH:22][CH:21]=2)=[CH:6]1 |f:2.3,^1:41,60|. Procedure details: To a solution of 1-(triisopropylsilyl)pyrrole-3-boronic acid (prepared according to the method of Alvarez, A.; Guzman, A.; Ruiz, A.; Velarde, E., J. Org. Chem. 1992, 57, 1653-1656) (6.12 g, 22.9 mmol) in anhydrous dimethoxyethane (76 mL) is added methyl 4-iodobenzoate (96.61 g, 25.2 mmol), dichlorobis(triphenylphosphine)palladium(II) (0.484 g, 0.69 mmol) and cesium fluoride (6.96 g, 45.8 mmol). The mixture is heated at reflux under a nitrogen atmosphere for 17 h. The reaction mixture is cooled t... Reactants: C(#N)C(C(=O)N)C1OC(C(=C1Cl)Cl)=O (2-cyano-2-(3,4-dichloro-5-oxo-2,5-dihydrofuran-2-yl)acetamide), FC1=C(C(=CC=C1F)F)CN (1-(2,3,6-trifluorophenyl)methanamine). Product: Cl.ClC=1C=C(C(N(C1)CC1=C(C(=CC=C1F)F)F)=N)C(=O)N (5-chloro-2-imino-1-(2,3,6-trifluorobenzyl)-1,2-dihydropyridine-3-carboxamide hydrochloride). RXN SMILES: [C:1]([CH:3]([CH:7]1[C:11]([Cl:12])=[C:10](Cl)C(=O)O1)[C:4]([NH2:6])=[O:5])#[N:2].[F:15][C:16]1[C:21]([F:22])=[CH:20][CH:19]=[C:18]([F:23])[C:17]=1[CH2:24][NH2:25]>>[ClH:12].[Cl:12][C:11]1[CH:7]=[C:3]([C:4]([NH2:6])=[O:5])[C:1](=[NH:2])[N:25]([CH2:24][C:17]2[C:18]([F:23])=[CH:19][CH:20]=[C:21]([F:22])[C:16]=2[F:15])[CH:10]=1 |f:2.3|. Procedure: According to the method of Example 160, 2-cyano-2-(3,4-dichloro-5-oxo-2,5-dihydrofuran-2-yl)acetamide was reacted with 1-(2,3,6-trifluorophenyl)methanamine to give the title compound. Reactants: CCN(C(C)C)C(C)C, CC(C)O, Clc1ccc(-c2cc3nccn3c(Cl)n2)c(Cl)c1, O=C(O)C(F)(F)F, NCCCNc1ccc([N+](=O)[O-])c(N)n1. Reaction SMILES: [CH:41]([N:42]([CH2:43][CH3:44])[CH:45]([CH3:46])[CH3:47])([CH3:48])[CH3:49].[CH:50]([OH:51])([CH3:52])[CH3:53].[Cl:23][c:24]1[n:25][c:26](-[c:33]2[c:34]([Cl:40])[cH:35][c:36]([Cl:39])[cH:37][cH:38]2)[cH:27][c:28]2[n:29]1[cH:30][cH:31][n:32]2.[F:1][C:2]([F:3])([F:4])[C:5]([OH:6])=[O:7].[NH2:8][CH2:9][CH2:10][CH2:11][NH:12][c:13]1[cH:14][cH:15][c:16]([N+:20](=[O:21])[O-:22])[c:17]([NH2:19])[n:18]1>>[NH:8]([CH2:9][CH2:10][CH2:11][NH:12][c:13]1[cH:14][cH:15][c:16]([N+:20](=[O:21])[O-:22])[c:17]([NH2:19])[n:18]1)[c:24]1[n:25][c:26](-[c:33]2[c:34]([Cl:40])[cH:35][c:36]([Cl:39])[cH:37][cH:38]2)[cH:27][c:28]2[n:29]1[cH:30][cH:31][n:32]2. Yields the product Nc1nc(NCCCNc2nc(-c3ccc(Cl)cc3Cl)cc3nccn23)ccc1[N+](=O)[O-]. Starting materials: WSCI-hydrochloric acid, resultant mixture, OC1=CC=C(C=C1)CCC(=O)O (3-(4-Hydroxyphenyl)propionic acid), C(CC)N (n-Propylamine), Cl (hydrochloric acid). The solvent is C(Cl)Cl (methylene chloride), O1CCCC1 (tetrahydrofuran). The product is OC1=CC=C(C=C1)CCC(=O)NCCC (3-(4-Hydroxyphenyl)-N-n-propylpropionamide). Reaction SMILES: [OH:1][C:2]1[CH:7]=[CH:6][C:5]([CH2:8][CH2:9][C:10]([OH:12])=O)=[CH:4][CH:3]=1.[CH2:13]([NH2:16])[CH2:14][CH3:15].Cl>O1CCCC1.C(Cl)Cl>[OH:1][C:2]1[CH:3]=[CH:4][C:5]([CH2:8][CH2:9][C:10]([NH:16][CH2:13][CH2:14][CH3:15])=[O:12])=[CH:6][CH:7]=1. Procedure details: 3-(4-Hydroxyphenyl)propionic acid (12.0 g, 72.0 mmol) was dissolved in tetrahydrofuran (20 mL). n-Propylamine (5.1 g, 86.4 mmol) was added dropwise at room temperature. Subsequently, under ice-cooling, solution (20 mL) of WSCI-hydrochloric acid salt (16.5 g, 86.4 mmol) in methylene chloride was slowly added thereto, and the resultant mixture was stirred overnight. Diluted hydrochloric acid was added dropwise under ice-cooling, and the mixture was extracted with chloroform. The organic layer was ... Reactants: CCOC(=O)Cl, CCOc1ccc(-c2c(C#N)c3ccc(N)cc3n2CC)cc1, c1ccncc1. Yields the product CCOC(=O)Nc1ccc2c(C#N)c(-c3ccc(OCC)cc3)n(CC)c2c1. As a reaction SMILES: [Cl:24][C:25](=[O:26])[O:27][CH2:28][CH3:29].[NH2:1][c:2]1[cH:3][cH:4][c:5]2[c:6]([C:22]#[N:23])[c:7](-[c:13]3[cH:14][cH:15][c:16]([O:19][CH2:20][CH3:21])[cH:17][cH:18]3)[n:8]([CH2:11][CH3:12])[c:9]2[cH:10]1.[cH:30]1[cH:31][cH:32][n:33][cH:34][cH:35]1>>[NH:1]([c:2]1[cH:3][cH:4][c:5]2[c:6]([C:22]#[N:23])[c:7](-[c:13]3[cH:14][cH:15][c:16]([O:19][CH2:20][CH3:21])[cH:17][cH:18]3)[n:8]([CH2:11][CH3:12])[c:9]2[cH:10]1)[C:25](=[O:26])[O:27][CH2:28][CH3:29].